describe an organic reaction: reactants, conditions, products, and yield From a dataset of the Open Reaction Database (ORD), a public repository of structured organic reaction records. Starting materials: solution, Cl[Sn](Cl)(Cl)Cl (SnCl4), BrC=1C=C2C=CNC2=CC1 (5-bromoindole), C(C)(=O)Cl (acetyl chloride), O (water). The solvent is C1(=CC=CC=C1)C (toluene). Conditions: time 4 hour. Product: C(C)(=O)C=1NC2=CC=CC=C2C1 (acetylindole). Yield: 84.0%. Reaction SMILES: Cl[Sn](Cl)(Cl)Cl.Br[C:7]1[CH:8]=[C:9]2[C:13](=[CH:14][CH:15]=1)[NH:12][CH:11]=[CH:10]2.[C:16](Cl)(=[O:18])[CH3:17].O>C1(C)C=CC=CC=1>[C:16]([C:11]1[NH:12][C:13]2[C:9]([CH:10]=1)=[CH:8][CH:7]=[CH:15][CH:14]=2)(=[O:18])[CH3:17]. Procedure details: A 1.0 M solution of SnCl4 (10 mL, 10.0 mmol) was added to a stirred solution of 5-bromoindole (ab) (980 mg, 5.0 mmol) and acetyl chloride (0.714 mL, 785 mg, 10.0 mmol) in 20 mL of dry toluene at 0° C. The resulting mixture was stirred at room temperature during 4 hours, and then 50 ml, of water was added. The mixture was extracted with EtOAc (3×20 mL) and the collected organic layers were washed with water, brine, dried over anhydrous MgSO4, filtered and concentrated under vacuum. Column chromat...